From a dataset of the Open Reaction Database (ORD), a public repository of structured organic reaction records. describe an organic reaction: reactants, conditions, products, and yield The reactants are CNCCOC, CC(C)(C)OC(=O)N1CCN(C(=O)Oc2ccc([N+](=O)[O-])cc2)CC1, C1CCOC1. Yields the product COCCN(C)C(=O)N1CCN(C(=O)OC(C)(C)C)CC1. As a reaction SMILES: [CH3:26][O:27][CH2:28][CH2:29][NH:30][CH3:31].[N+:1]([c:2]1[cH:3][cH:4][c:5]([O:6][C:11](=[O:12])[N:13]2[CH2:14][CH2:15][N:16]([C:19](=[O:20])[O:21][C:22]([CH3:23])([CH3:24])[CH3:25])[CH2:17][CH2:18]2)[cH:7][cH:8]1)([O-:9])=[O:10].[O:32]1[CH2:33][CH2:34][CH2:35][CH2:36]1>>[C:11](=[O:12])([N:13]1[CH2:14][CH2:15][N:16]([C:19](=[O:20])[O:21][C:22]([CH3:23])([CH3:24])[CH3:25])[CH2:17][CH2:18]1)[N:30]([CH2:29][CH2:28][O:27][CH3:26])[CH3:31]. Reactants: CC1=CC=C(C=N1)C=1C(NC(N(C1)CCC=O)=O)=O (3-[5-(6-Methyl-pyridin-3-yl)-2,4-dioxo-3,4-dihydro-2H-pyrimidin-1-yl]-propionaldehyde), FC(C1=CC=C(C=C1)[C@]12CNC[C@@H]2C1)(F)F ((1S,5R)-1-(4-trifluoromethyl-phenyl)-3-aza-bicyclo[3.1.0]hexane), CC(=O)O (AcOH), [BH-](OC(=O)C)(OC(=O)C)OC(=O)C.[Na+] (NaBH(AcO)3), ClC(C)Cl (dichloroethane), solution, [OH-].[Na+] (NaOH). Run at temperature 0 celsius, time 45 minute. The product is Cl.Cl.CC1=CC=C(C=N1)C=1C(NC(N(C1)CCCN1C[C@]2(C[C@H]2C1)C1=CC=C(C=C1)C(F)(F)F)=O)=O (5-(6-methyl-3-pyridinyl)-1-(3-{(1S,5R)-1-[4-(trifluoromethyl)phenyl]-3-azabicyclo[3.1.0]hex-3-yl}propyl)-2,4(1H,3H)-pyrimidinedione dihydrochloride). The yield is 40.0%. RXN SMILES: [CH3:1][C:2]1[N:7]=[CH:6][C:5]([C:8]2[C:9](=[O:19])[NH:10][C:11](=[O:18])[N:12]([CH2:14][CH2:15][CH:16]=O)[CH:13]=2)=[CH:4][CH:3]=1.[F:20][C:21]([F:35])([F:34])[C:22]1[CH:27]=[CH:26][C:25]([C@:28]23[CH2:33][C@H:32]2[CH2:31][NH:30][CH2:29]3)=[CH:24][CH:23]=1.CC(O)=O.[BH-](OC(C)=O)(OC(C)=O)OC(C)=O.[Na+].[OH-].[Na+].[Cl:56]C(Cl)C>>[ClH:56].[ClH:56].[CH3:1][C:2]1[N:7]=[CH:6][C:5]([C:8]2[C:9](=[O:19])[NH:10][C:11](=[O:18])[N:12]([CH2:14][CH2:15][CH2:16][N:30]3[CH2:31][C@H:32]4[C@:28]([C:25]5[CH:24]=[CH:23][C:22]([C:21]([F:20])([F:35])[F:34])=[CH:27][CH:26]=5)([CH2:33]4)[CH2:29]3)[CH:13]=2)=[CH:4][CH:3]=1 |f:3.4,5.6,8.9.10|. Procedure: To a solution of 3-[5-(6-Methyl-pyridin-3-yl)-2,4-dioxo-3,4-dihydro-2H-pyrimidin-1-yl]-propionaldehyde (Prep59, 90 mg, 0.35 mmol), (1S,5R)-1-(4-trifluoromethyl-phenyl)-3-aza-bicyclo[3.1.0]hexane (Prep4, 71 mg, 0.31 mmol) and AcOH (21 mg, 0.35 mmol) in dichloroethane (2 mL), NaBH(AcO)3 (77 mg, 0.36 mmol) was added portionwise at 0° C. The mixture was stirred at 0° C. for further 45 minutes, then a 1N solution of NaOH was added and the mixture extracted with EtOAc. The organic phase was dried and ... Reactants: OC1(c2cc(F)cc(F)c2)CCN(Cc2ccccc2)C1, CC[SiH](CC)CC, CO. Product: OC1(c2cc(F)cc(F)c2)CCNC1. RXN SMILES: [CH2:1]([c:2]1[cH:3][cH:4][cH:5][cH:6][cH:7]1)[N:8]1[CH2:9][C:10]([OH:13])([c:14]2[cH:15][c:16]([F:21])[cH:17][c:18]([F:20])[cH:19]2)[CH2:11][CH2:12]1.[CH2:22]([SiH:23]([CH2:24][CH3:25])[CH2:26][CH3:27])[CH3:28].[CH3:29][OH:30]>>[NH:8]1[CH2:9][C:10]([OH:13])([c:14]2[cH:15][c:16]([F:21])[cH:17][c:18]([F:20])[cH:19]2)[CH2:11][CH2:12]1. Reactants: COc1ccc2c(c1)C(=O)OC2C(=O)O, CC(=O)OC(C)=O, O=Cc1c(Cl)cncc1Cl. Product: COc1ccc2c(c1)C(=O)OC2=Cc1c(Cl)cncc1Cl. As a reaction SMILES: [CH3:1][O:2][c:3]1[cH:4][c:5]2[c:9]([cH:10][cH:11]1)[CH:8]([C:12]([OH:13])=[O:14])[O:7][C:6]2=[O:15].[CH3:26][C:27]([O:28][C:29](=[O:30])[CH3:31])=[O:32].[Cl:16][c:17]1[cH:18][n:19][cH:20][c:21]([Cl:25])[c:22]1[CH:23]=[O:24]>>[CH3:1][O:2][c:3]1[cH:4][c:5]2[c:9]([cH:10][cH:11]1)[C:8](=[CH:12][c:22]1[c:17]([Cl:16])[cH:18][n:19][cH:20][c:21]1[Cl:25])[O:7][C:6]2=[O:15]. The reactants are CCCCCC (n-hexane), S1C=CC=C1 (Thiophene), C(CCC)[Sn](CCCC)(CCCC)Cl (tributyltin chloride), [Li]CCCC (n-BuLi). Run in C1CCOC1 (THF). Conditions: time 1 hour. Product: C(CCC)[Sn](C=1SC=CC1)(CCCC)CCCC (tributyl-2-thienylstannane). Yield: 55.8%. As a reaction SMILES: [S:1]1[CH:5]=[CH:4][CH:3]=[CH:2]1.[Li]CCCC.[CH2:11]([Sn:15](Cl)([CH2:20][CH2:21][CH2:22][CH3:23])[CH2:16][CH2:17][CH2:18][CH3:19])[CH2:12][CH2:13][CH3:14].CCCCCC>C1COCC1>[CH2:20]([Sn:15]([CH2:11][CH2:12][CH2:13][CH3:14])([CH2:16][CH2:17][CH2:18][CH3:19])[C:2]1[S:1][CH:5]=[CH:4][CH:3]=1)[CH2:21][CH2:22][CH3:23]. Procedure details: Thiophene (2.0 g, 12 mmol) was dissolved in anhydrous THF (20 mL) and n-BuLi (9.52 mL, 23.8 mmol, 2.5 M in hexane) slowly added at −30° C. under nitrogen flow. After stirring for 1 hour, tributyltin chloride (7.75 mL, 23.8 mmol) was added. After heating to room temperature, followed by stirring for 3 hours, the reaction was terminated. The produced compound was extracted with n-hexane and distilled water, dried with anhydrous MgSO4 and filtered under reduced pressure. The final product tributyl-... Starting materials: FC1=CC=C(C=C1)C(N)C1CCN(CC1)CCCOC1=CC=CC=C1 (α-(4-Fluorophenyl)-1-(3-phenoxypropyl)-4-piperidinemethanamine), ClC1=NC=CC=N1 (2-chloropyrimidine). The solvent is O1CCCC1 (tetrahydrofuran). Yields the product FC1=CC=C(C=C1)C(NC1=NC=CC=N1)C1CCN(CC1)CCCOC1=CC=CC=C1 (N-[(4-Fluorophenyl)[1-(3-phenoxypropyl)-4-piperidinyl]methyl]-2-pyrimidinamine). RXN SMILES: [F:1][C:2]1[CH:7]=[CH:6][C:5]([CH:8]([CH:10]2[CH2:15][CH2:14][N:13]([CH2:16][CH2:17][CH2:18][O:19][C:20]3[CH:25]=[CH:24][CH:23]=[CH:22][CH:21]=3)[CH2:12][CH2:11]2)[NH2:9])=[CH:4][CH:3]=1.Cl[C:27]1[N:32]=[CH:31][CH:30]=[CH:29][N:28]=1>O1CCCC1>[F:1][C:2]1[CH:3]=[CH:4][C:5]([CH:8]([CH:10]2[CH2:11][CH2:12][N:13]([CH2:16][CH2:17][CH2:18][O:19][C:20]3[CH:21]=[CH:22][CH:23]=[CH:24][CH:25]=3)[CH2:14][CH2:15]2)[NH:9][C:27]2[N:32]=[CH:31][CH:30]=[CH:29][N:28]=2)=[CH:6][CH:7]=1. Procedure: α-(4-Fluorophenyl)-1-(3-phenoxypropyl)-4-piperidinemethanamine and 2-chloropyrimidine (equimolar quantities) are heated together in tetrahydrofuran at reflux temperature until the reaction is judged complete. The reaction mixture is concentrated and the residual material is partitioned between 1N NaOH solution and methylene chloride. The methylene chloride layer is dried and concentrated to obtain the title compound.